From a dataset of the Open Reaction Database (ORD), a public repository of structured organic reaction records. describe an organic reaction: reactants, conditions, products, and yield Starting materials: N[C@H](CC1=CC=CC=C1)C(=O)O (D-Phenylalanine), CCO (EtOH). Product: C(C)OC([C@H](N)CC1=CC=CC=C1)=O (D-phenylalanine ethyl ester). Isolated yield 81.0%. Reaction SMILES: [NH2:1][C@@H:2]([C:10]([OH:12])=[O:11])[CH2:3][C:4]1[CH:9]=[CH:8][CH:7]=[CH:6][CH:5]=1.[CH3:13][CH2:14]O>>[CH2:13]([O:11][C:10](=[O:12])[C@@H:2]([CH2:3][C:4]1[CH:9]=[CH:8][CH:7]=[CH:6][CH:5]=1)[NH2:1])[CH3:14]. Procedure: D-Phenylalanine (250 mg, 1.52 mmol) was dissolved in 5 ml EtOH previously bubbled in HCl (gas). The solution was brought to 100° C. and allowed to reflux overnight. The solvent was evaporated off affording 280 mg crude product. Recrystallization from EtOH/EtOAc/pentane gave 239 mg (81% yield) of D-phenylalanine ethyl ester as white crystals. Starting materials: BrC=1C=CC(=NC1)NC(C1=CC(=C(C=C1)SC1=CC=C(C=C1)NCCC)NC=1C2=C(N=CN1)N=C(C=C2)C(C)C)=O (N-(5-Bromo-pyridin-2-yl)-3-(7-isopropyl-pyrido[2,3-d]pyrimidin-4-ylamino)-4-(4-propylamino-phenylsulfanyl)-benzamide), C(C)(=O)O[BH-](OC(C)=O)OC(C)=O.[Na+] (sodium triacetoxyborohydride), C(C)=O (acetaldehyde). The solvent is ClCCl.CO (dichloromethane methanol). Run at time 2 hour. The product is BrC=1C=CC(=NC1)NC(C1=CC(=C(C=C1)SC1=CC=C(C=C1)N(CCC)CC)NC=1C2=C(N=CN1)N=C(C=C2)C(C)C)=O (N-(5-Bromo-pyridin-2-yl)-4-[4-(ethyl-propyl-amino)-phenylsulfanyl]-3-(7-isopropyl-pyrido[2,3-d]pyrimidin-4-ylamino)-benzamide). As a reaction SMILES: [Br:1][C:2]1[CH:3]=[CH:4][C:5]([NH:8][C:9](=[O:41])[C:10]2[CH:15]=[CH:14][C:13]([S:16][C:17]3[CH:22]=[CH:21][C:20]([NH:23][CH2:24][CH2:25][CH3:26])=[CH:19][CH:18]=3)=[C:12]([NH:27][C:28]3[C:29]4[CH:37]=[CH:36][C:35]([CH:38]([CH3:40])[CH3:39])=[N:34][C:30]=4[N:31]=[CH:32][N:33]=3)[CH:11]=2)=[N:6][CH:7]=1.[C:42](O[BH-](OC(=O)C)OC(=O)C)(=O)[CH3:43].[Na+].C(=O)C>ClCCl.CO>[Br:1][C:2]1[CH:3]=[CH:4][C:5]([NH:8][C:9](=[O:41])[C:10]2[CH:15]=[CH:14][C:13]([S:16][C:17]3[CH:18]=[CH:19][C:20]([N:23]([CH2:42][CH3:43])[CH2:24][CH2:25][CH3:26])=[CH:21][CH:22]=3)=[C:12]([NH:27][C:28]3[C:29]4[CH:37]=[CH:36][C:35]([CH:38]([CH3:40])[CH3:39])=[N:34][C:30]=4[N:31]=[CH:32][N:33]=3)[CH:11]=2)=[N:6][CH:7]=1 |f:1.2,4.5|. Reported procedure: To the product from Example 290 and sodium triacetoxyborohydride in 9/1 dichloromethane/methanol was added excess acetaldehyde. The mixture was stirred at room temperature for 2 hours and evaporated. The residue was purified by reverse phase preparative HPLC with the AA method to provide the title compound. 1H NMR (300 MHz, DMSO-D6) δ ppm: 0.90 (t, J=7.35 Hz, 3 H) 1.09 (t, J=6.99 Hz, 3 H) 1.34 (d, J=6.99 Hz, 6 H) 1.55 (m, 2 H) 3.24 (m, 3 H) 3.38 (q, J=6.99 Hz, 2 H) 6.71 (d, J=8.82 Hz, 2 H) 6.87 ...